Dataset: the Open Reaction Database (ORD), a public repository of structured organic reaction records. Task: describe an organic reaction: reactants, conditions, products, and yield Starting materials: C(C)OC=1C=C(C=CC1O)[C@@H](CS(=O)(=O)C)N1CC2=CC=CC(=C2C1=O)NC(=O)C1CC1 ((S)—N-(2-(1-(3-ethoxy-4-hydroxyphenyl)-2-(methylsulfonyl)ethyl)-3-oxoisoindolin-4-yl)cyclopropanecarboxamide), C(C1=CC=CC=C1)OC(=O)C1OC(C(C(C1OC(C)=O)OC(C)=O)OC(C)=O)OC(C(Cl)(Cl)Cl)=N (3,4,5-triacetoxy-6-(2,2,2-trichloro-acetimidoyloxy)-tetrahydro-pyran-2-carboxylic acid benzyl ester), B(F)(F)F.CCOCC (BF3.OEt2). Solvent: CCOC(=O)C (EtOAc), ClCCl (dichloromethane). Conditions: time 2 hour. The product is C(C)(=O)O[C@@H]1[C@H](O[C@H]([C@@H]([C@H]1OC(C)=O)OC(C)=O)OC1=C(C=C(C=C1)[C@@H](CS(=O)(=O)C)N1C(C2=C(C=CC=C2C1)NC(=O)C1CC1)=O)OCC)C(=O)OCC1=CC=CC=C1 ((2S,3S,4S,5R,6S)-2-(benzyloxycarbonyl)-6-(4-((S)-1-(7-(cyclopropanecarboxamido)-1-oxoisoindolin-2-yl)-2-(methylsulfonyl)ethyl)-2-ethoxyphenoxy)tetrahydro-2H-pyran-3,4,5-triyl triacetate). Yield: 35.4%. RXN SMILES: [CH2:1]([O:3][C:4]1[CH:5]=[C:6]([C@H:11]([N:17]2[C:25](=[O:26])[C:24]3[C:19](=[CH:20][CH:21]=[CH:22][C:23]=3[NH:27][C:28]([CH:30]3[CH2:32][CH2:31]3)=[O:29])[CH2:18]2)[CH2:12][S:13]([CH3:16])(=[O:15])=[O:14])[CH:7]=[CH:8][C:9]=1[OH:10])[CH3:2].[CH2:33]([O:40][C:41]([CH:43]1[CH:48]([O:49][C:50](=[O:52])[CH3:51])[CH:47]([O:53][C:54](=[O:56])[CH3:55])[CH:46]([O:57][C:58](=[O:60])[CH3:59])[CH:45](OC(=N)C(Cl)(Cl)Cl)[O:44]1)=[O:42])[C:34]1[CH:39]=[CH:38][CH:37]=[CH:36][CH:35]=1.B(F)(F)F.CCOCC>ClCCl.CCOC(C)=O>[C:50]([O:49][C@H:48]1[C@H:47]([O:53][C:54](=[O:56])[CH3:55])[C@@H:46]([O:57][C:58](=[O:60])[CH3:59])[C@H:45]([O:10][C:9]2[CH:8]=[CH:7][C:6]([C@H:11]([N:17]3[CH2:18][C:19]4[C:24](=[C:23]([NH:27][C:28]([CH:30]5[CH2:31][CH2:32]5)=[O:29])[CH:22]=[CH:21][CH:20]=4)[C:25]3=[O:26])[CH2:12][S:13]([CH3:16])(=[O:15])=[O:14])=[CH:5][C:4]=2[O:3][CH2:1][CH3:2])[O:44][C@@H:43]1[C:41]([O:40][CH2:33][C:34]1[CH:39]=[CH:38][CH:37]=[CH:36][CH:35]=1)=[O:42])(=[O:52])[CH3:51] |f:2.3|. Procedure details: A reaction mixture of (S)—N-(2-(1-(3-ethoxy-4-hydroxyphenyl)-2-(methylsulfonyl)ethyl)-3-oxoisoindolin-4-yl)cyclopropanecarboxamide (0.38 g, 0.83 mmol) and 3,4,5-triacetoxy-6-(2,2,2-trichloro-acetimidoyloxy)-tetrahydro-pyran-2-carboxylic acid benzyl ester (0.46 g, 0.83 mmol) in dichloromethane (40 mL) was chilled to −15° C. to −20° C., treated with BF3.OEt2 (0.10 mL, 0.83 mmol), and stirred for 2 hours at −15° C. to −20° C. After 2 hours, the reaction mixture was then allowed to warm to room temp... The reactants are [N+](=O)([O-])C=1C=C(C=CC1NCCSC1=CC=CC=C1)S(=O)(=O)N (3-nitro-4((2-(phenylsulfanyl)ethyl)amino)benzenesulfonamide), CCN=C=NCCCN(C)C (EDCI), COC(=O)C1=CC=C(C=C1)C=1CCN(CC1)C(=O)OC(C)(C)C (tert-butyl 4-(4-(methoxycarbonyl)phenyl)-3,6-dihydropyridine-1(2H)-carboxylate), [Li+].[OH-] (LiOH). Product: [N+](=O)([O-])C=1C=C(C=CC1NCCSC1=CC=CC=C1)S(=O)(=O)NC(=O)C1=CC=C(C=C1)C=1CCN(CC1)C(=O)OC(C)(C)C (tert-butyl 4-(4-((((3-nitro-4-((2-(phenylthio)ethyl)amino)phenyl)sulfonyl)amino)carbonyl)phenyl)-3,6-dihydropyridine-1(2H)-carboxylate). Procedure details: A mixture of Example 455B (1 g, 3.1 mmol) and LiOH (0.264 mg 6.2 mmol) in THF (15 mL), methanol (2.5 mL), and water (1.5 mL) was heated to 50° C. for 3 hours and concentrated. The concentrate was dissolved in DMF (10 mL) and treated with a mixture of Example 77B (1.059 g, 3mmol), EDCI (1.146 g, 6 mmol), and DMAP (1.830, 15 mmol) in dichloroethane (10 mL), stirred for 16 hours, diluted with ethyl acetate (250 mL0, washed sequentially with 1N HCl (50 mL, water (100 mL) and brine (100 mL), dried (M... The solvent is ClC(C)Cl (dichloroethane), C(C)(=O)OCC (ethyl acetate), C1CCOC1 (THF), CO (methanol), O (water). Conditions: time 16 hour. Reagents/catalysts: CN(C)C=1C=CN=CC1 (DMAP). Reaction SMILES: CO[C:3]([C:5]1[CH:10]=[CH:9][C:8]([C:11]2[CH2:12][CH2:13][N:14]([C:17]([O:19][C:20]([CH3:23])([CH3:22])[CH3:21])=[O:18])[CH2:15][CH:16]=2)=[CH:7][CH:6]=1)=[O:4].[Li+].[OH-].[N+:26]([C:29]1[CH:30]=[C:31]([S:45]([NH2:48])(=[O:47])=[O:46])[CH:32]=[CH:33][C:34]=1[NH:35][CH2:36][CH2:37][S:38][C:39]1[CH:44]=[CH:43][CH:42]=[CH:41][CH:40]=1)([O-:28])=[O:27].CCN=C=NCCCN(C)C>C1COCC1.CO.CN(C1C=CN=CC=1)C.ClC(Cl)C.C(OCC)(=O)C.O>[N+:26]([C:29]1[CH:30]=[C:31]([S:45]([NH:48][C:3]([C:5]2[CH:10]=[CH:9][C:8]([C:11]3[CH2:12][CH2:13][N:14]([C:17]([O:19][C:20]([CH3:23])([CH3:22])[CH3:21])=[O:18])[CH2:15][CH:16]=3)=[CH:7][CH:6]=2)=[O:4])(=[O:46])=[O:47])[CH:32]=[CH:33][C:34]=1[NH:35][CH2:36][CH2:37][S:38][C:39]1[CH:44]=[CH:43][CH:42]=[CH:41][CH:40]=1)([O-:28])=[O:27] |f:1.2|. RXN SMILES: [CH2:49]([Cl:50])[Cl:51].[CH:40]([N:41]([CH2:42][CH3:43])[CH:44]([CH3:45])[CH3:46])([CH3:47])[CH3:48].[Cl:29][c:30]1[cH:31][c:32]([C:33](=[O:34])[Cl:35])[cH:36][cH:37][c:38]1[Cl:39].[NH2:1][c:2]1[cH:3][cH:4][c:5]([O:6][c:7]2[c:8]([CH2:18][NH:19][C:20](=[O:21])[O:22][C:23]([CH3:24])([CH3:25])[CH3:26])[cH:9][c:10]([CH2:13][C:14](=[O:15])[O:16][CH3:17])[cH:11][cH:12]2)[cH:27][cH:28]1.[OH2:52]>>[NH:1]([c:2]1[cH:3][cH:4][c:5]([O:6][c:7]2[c:8]([CH2:18][NH:19][C:20](=[O:21])[O:22][C:23]([CH3:24])([CH3:25])[CH3:26])[cH:9][c:10]([CH2:13][C:14](=[O:15])[O:16][CH3:17])[cH:11][cH:12]2)[cH:27][cH:28]1)[C:33]([c:32]1[cH:31][c:30]([Cl:29])[c:38]([Cl:39])[cH:37][cH:36]1)=[O:34]. Product: COC(=O)Cc1ccc(Oc2ccc(NC(=O)c3ccc(Cl)c(Cl)c3)cc2)c(CNC(=O)OC(C)(C)C)c1. Reactants: ClCCl, CCN(C(C)C)C(C)C, O=C(Cl)c1ccc(Cl)c(Cl)c1, COC(=O)Cc1ccc(Oc2ccc(N)cc2)c(CNC(=O)OC(C)(C)C)c1, O. The reactants are COC(=O)C(C)(C)NC(=O)OC(C)(C)C, CC(C)O, NN, O. Yields the product CC(C)(C)OC(=O)NC(C)(C)C(=O)NN. As a reaction SMILES: [C:1]([CH3:2])([CH3:3])([CH3:4])[O:5][C:6](=[O:7])[NH:8][C:9]([CH3:10])([C:11](=[O:12])[O:13][CH3:14])[CH3:15].[CH3:19][CH:20]([OH:21])[CH3:22].[NH2:17][NH2:18].[OH2:16]>>[C:1]([CH3:2])([CH3:3])([CH3:4])[O:5][C:6](=[O:7])[NH:8][C:9]([CH3:10])([C:11](=[O:12])[NH:17][NH2:18])[CH3:15]. The reactants are [N+](=O)([O-])C1=CC=C(C=C1)N1CCNCCC1 (1-(4-nitrophenyl)[1,4]diazepane), C([O-])([O-])=O.[K+].[K+] (potassium carbonate), ClCC(=O)Cl (chloroacetyl chloride). Solvent: CN(C=O)C (dimethylformamide). Product: ClCC(=O)N1CCN(CCC1)C1=CC=C(C=C1)[N+](=O)[O-] (2-chloro-1-[4-(4-nitrophenyl)[1,4]diazepan-1-yl]ethanone). Yield: 75.2%. RXN SMILES: [N+:1]([C:4]1[CH:9]=[CH:8][C:7]([N:10]2[CH2:16][CH2:15][CH2:14][NH:13][CH2:12][CH2:11]2)=[CH:6][CH:5]=1)([O-:3])=[O:2].C(=O)([O-])[O-].[K+].[K+].[Cl:23][CH2:24][C:25](Cl)=[O:26]>CN(C)C=O>[Cl:23][CH2:24][C:25]([N:13]1[CH2:14][CH2:15][CH2:16][N:10]([C:7]2[CH:6]=[CH:5][C:4]([N+:1]([O-:3])=[O:2])=[CH:9][CH:8]=2)[CH2:11][CH2:12]1)=[O:26] |f:1.2.3|. Procedure details: 22.1 g (0.1 mol) of 1-(4-nitrophenyl)[1,4]diazepane, 8.3 g (0.06 mol) of potassium carbonate and 120 ml of dimethylformamide were mixed together in a reactor. 8.3 ml (0.11 mol) of chloroacetyl chloride were added to this stirred suspension, while maintaining the temperature between 15 and 25° C. After stirring for about ten hours at room temperature, 400 g of slightly hydrochloric ice-cold water were added to the mixture: a yellow gum crystallized. After filtering off by suction, washing with wa...